Dataset: the Open Reaction Database (ORD), a public repository of structured organic reaction records. Task: describe an organic reaction: reactants, conditions, products, and yield The product is CCn1cc(N(C)S(=O)(=O)c2cccs2)cc1C=O. Reactants: [Al+3], CCOC(=O)c1cc(N(C)S(=O)(=O)c2cccs2)cn1CC, [H-], [H-], [H-], [H-], [Li+], [Na+], C1CCOC1, [OH-], O. RXN SMILES: [Al+3:24].[CH2:1]([CH3:2])[n:3]1[c:4]([C:18](=[O:19])[O:20][CH2:21][CH3:22])[cH:5][c:6]([N:8]([S:9](=[O:10])(=[O:11])[c:12]2[s:13][cH:14][cH:15][cH:16]2)[CH3:17])[cH:7]1.[H-:23].[H-:26].[H-:27].[H-:28].[Li+:25].[Na+:31].[O:32]1[CH2:33][CH2:34][CH2:35][CH2:36]1.[OH-:30].[OH2:29]>>[CH2:1]([CH3:2])[n:3]1[c:4]([CH:18]=[O:19])[cH:5][c:6]([N:8]([S:9](=[O:10])(=[O:11])[c:12]2[s:13][cH:14][cH:15][cH:16]2)[CH3:17])[cH:7]1.